This data is from the Open Reaction Database (ORD), a public repository of structured organic reaction records. The task is: describe an organic reaction: reactants, conditions, products, and yield The reactants are C(C)(=O)[O-].[K+] (potassium acetate), BrC1=CC(=C(CC2C(N(CC2)C2CCCCC2)=O)C=C1)OC(F)(F)F (3-(4-bromo-2-(trifluoromethoxy)benzyl)-1-cyclohexylpyrrolidin-2-one), COC(=O)C1=CC=C(C=C1)B(O)O (4-(methoxycarbonyl)phenylboronic acid), O1CCOCC1 (dioxane). The reagents and catalysts are C1=CC=C(C=C1)P([C-]2C=CC=C2)C3=CC=CC=C3.C1=CC=C(C=C1)P([C-]2C=CC=C2)C3=CC=CC=C3.Cl[Pd]Cl.[Fe+2] (dichloro[1,1′-bis(diphenylphosphino)ferrocene]palladium). Run in CS(=O)C (DMSO). Reaction conditions: time 2 hour. Yields the product COC(=O)C1=CC=C(C=C1)C1=CC(=C(C=C1)CC1C(N(CC1)C1CCCCC1)=O)OC(F)(F)F (4′-(1-Cyclohexyl-2-oxo-pyrrolidin-3-ylmethyl)-3′-trifluoromethoxy-biphenyl-4-carboxylic acid methyl ester). The yield is 90.2%. Reaction SMILES: Br[C:2]1[CH:20]=[CH:19][C:5]([CH2:6][CH:7]2[CH2:11][CH2:10][N:9]([CH:12]3[CH2:17][CH2:16][CH2:15][CH2:14][CH2:13]3)[C:8]2=[O:18])=[C:4]([O:21][C:22]([F:25])([F:24])[F:23])[CH:3]=1.[CH3:26][O:27][C:28]([C:30]1[CH:35]=[CH:34][C:33](B(O)O)=[CH:32][CH:31]=1)=[O:29].O1CCOCC1.C([O-])(=O)C.[K+]>C1C=CC(P(C2C=CC=CC=2)[C-]2C=CC=C2)=CC=1.C1C=CC(P(C2C=CC=CC=2)[C-]2C=CC=C2)=CC=1.Cl[Pd]Cl.[Fe+2].CS(C)=O>[CH3:26][O:27][C:28]([C:30]1[CH:35]=[CH:34][C:33]([C:2]2[CH:20]=[CH:19][C:5]([CH2:6][CH:7]3[CH2:11][CH2:10][N:9]([CH:12]4[CH2:17][CH2:16][CH2:15][CH2:14][CH2:13]4)[C:8]3=[O:18])=[C:4]([O:21][C:22]([F:25])([F:24])[F:23])[CH:3]=2)=[CH:32][CH:31]=1)=[O:29] |f:3.4,5.6.7.8|. Procedure details: Combine 3-(4-bromo-2-(trifluoromethoxy)benzyl)-1-cyclohexylpyrrolidin-2-one (9.68 g, 23.0 mmol), 4-(methoxycarbonyl)phenylboronic acid (8.29 g, 46.1 mmol), dichloro[1,1′-bis(diphenylphosphino)ferrocene]palladium (II) (2.87 g, 3.9 mmol), dioxane (400 mL) and DMSO (8 mL) in a 1 L flask equipped with a magnetic stir bar, reflux condenser, and N2 inlet. Add potassium acetate (9.04 g, 92.1 mmol) and heat to 80° C. while stirring for 2 hours. Cool to room temperature, filter through silica gel and rin... RXN SMILES: CC(OC(/N=N/C(OC(C)C)=O)=O)C.C1(P(C2C=CC=CC=2)C2C=CC=CC=2)C=CC=CC=1.[Br:34][C:35]1[CH:40]=[CH:39][C:38]([OH:41])=[C:37]([C:42]([F:45])([F:44])[F:43])[CH:36]=1.O[CH2:47][CH2:48][CH:49]1[CH2:54][CH2:53][N:52]([C:55]([O:57][C:58]([CH3:61])([CH3:60])[CH3:59])=[O:56])[CH2:51][CH2:50]1>C(Cl)Cl>[Br:34][C:35]1[CH:40]=[CH:39][C:38]([O:41][CH2:47][CH2:48][CH:49]2[CH2:50][CH2:51][N:52]([C:55]([O:57][C:58]([CH3:59])([CH3:61])[CH3:60])=[O:56])[CH2:53][CH2:54]2)=[C:37]([C:42]([F:43])([F:44])[F:45])[CH:36]=1. Conditions: time 20 hour. Reactants: CC(C)OC(=O)/N=N/C(=O)OC(C)C (DIAD), C1(=CC=CC=C1)P(C1=CC=CC=C1)C1=CC=CC=C1 (triphenylphosphine), BrC1=CC(=C(C=C1)O)C(F)(F)F (4-bromo-2-trifluoromethylphenol), OCCC1CCN(CC1)C(=O)OC(C)(C)C (tert-butyl 4-(2-hydroxyethyl)-piperidine-1-carboxylate). Solvent: C(Cl)Cl (DCM). Reported procedure: DIAD (33.5 g) was added dropwise to the solution of triphenylphosphine (43.5 g), 4-bromo-2-trifluoromethylphenol (40 g) and tert-butyl 4-(2-hydroxyethyl)-piperidine-1-carboxylate (31.7 g) in DCM (200 ml) at 0° C. during 15 minutes. The mixture was then stirred at room temperature for 20 hours. After removal of DCM under reduced pressure, to the residue was added ether (100 ml) and heptane (300 ml), solid was then filtered off. Filtrate was then washed with 1M sodium hydroxide (100 ml×3). Organic... Yields the product BrC1=CC(=C(OCCC2CCN(CC2)C(=O)OC(C)(C)C)C=C1)C(F)(F)F (tert-butyl 4-(2-(4-bromo-2-(trifluoromethyl)phenoxy)ethyl)piperidine-1-carboxylate). Starting materials: CN1CCC(CC1)Cl (N-methyl-4-chloropiperidine), O1CCCC1 (tetrahydrofuran), FC1=C(C#N)C=CC=C1 (2-fluorobenzonitrile), O1CCCC1 (tetrahydrofuran), [Mg] (magnesium), O1CCCC1 (tetrahydrofuran), [Cl-].[NH4+] (ammonium chloride). Reagents/catalysts: C(C)Br (ethyl bromide). Solvent: ice water. Yields the product FC1=C(C(=O)C2CCN(CC2)C)C=CC=C1 (4-(2-fluorobenzoyl)-1-methyl piperidine). Isolated yield 91.0%. RXN SMILES: [Mg].[CH3:2][N:3]1[CH2:8][CH2:7][CH:6](Cl)[CH2:5][CH2:4]1.[F:10][C:11]1[CH:18]=[CH:17][CH:16]=[CH:15][C:12]=1[C:13]#N.[Cl-].[NH4+].[O:21]1CCCC1>C(Br)C>[F:10][C:11]1[CH:18]=[CH:17][CH:16]=[CH:15][C:12]=1[C:13]([CH:6]1[CH2:7][CH2:8][N:3]([CH3:2])[CH2:4][CH2:5]1)=[O:21] |f:3.4|. Reported procedure: To a suspension of 7.6 g of magnesium turnings in 25 ml of tetrahydrofuran was added a few drops of ethyl bromide, with stirring under nitrogen. After the reaction began, approximately 50.0 g of N-methyl-4-chloropiperidine in 125 ml of tetrahydrofuran was added dropwise at a rate such as to maintain moderate reflux. The reaction mixture was heated under reflux an additional hr, and 37.2 g of 2-fluorobenzonitrile in 50 ml of tetrahydrofuran was added dropwise. After completion of the addition, th... Starting materials: O=C(OC(Cl)(Cl)Cl)OC(Cl)(Cl)Cl, Nc1ccc(Cl)nc1, ClCCl, Cc1cc(C2CN(C(=O)OC(C)(C)C)CCO2)ccc1N, [Na+], [Na+], O=C([O-])[O-], O. The product is Cc1cc(C2CN(C(=O)OC(C)(C)C)CCO2)ccc1NC(=O)Nc1ccc(Cl)nc1. Reaction SMILES: [Cl:28][C:29]([Cl:30])([O:31][C:32](=[O:33])[O:34][C:35]([Cl:36])([Cl:37])[Cl:38])[Cl:39].[Cl:40][c:41]1[cH:42][cH:43][c:44]([NH2:47])[cH:45][n:46]1.[Cl:48][CH2:49][Cl:50].[NH2:1][c:2]1[c:3]([CH3:21])[cH:4][c:5]([CH:8]2[O:9][CH2:10][CH2:11][N:12]([C:14](=[O:15])[O:16][C:17]([CH3:18])([CH3:19])[CH3:20])[CH2:13]2)[cH:6][cH:7]1.[Na+:22].[Na+:23].[O-:24][C:25]([O-:26])=[O:27].[OH2:51]>>[NH:1]([c:2]1[c:3]([CH3:21])[cH:4][c:5]([CH:8]2[O:9][CH2:10][CH2:11][N:12]([C:14](=[O:15])[O:16][C:17]([CH3:18])([CH3:19])[CH3:20])[CH2:13]2)[cH:6][cH:7]1)[C:25](=[O:27])[NH:47][c:44]1[cH:43][cH:42][c:41]([Cl:40])[n:46][cH:45]1. The reactants are CC(=O)c1nn(Cc2ccccc2)c(-c2ccc(C(C)(C)C)cc2)c1O, CN(C)C=O, Cl, NNC(=S)Nc1ccc(C(=O)O)cc1, O. Product: CC(=NNC(=S)Nc1ccc(C(=O)O)cc1)c1nn(Cc2ccccc2)c(-c2ccc(C(C)(C)C)cc2)c1O. RXN SMILES: [C:1]([CH3:2])([CH3:3])([CH3:4])[c:5]1[cH:6][cH:7][c:8](-[c:11]2[c:12]([OH:26])[c:13]([C:23]([CH3:24])=[O:25])[n:14][n:15]2[CH2:16][c:17]2[cH:18][cH:19][cH:20][cH:21][cH:22]2)[cH:9][cH:10]1.[CH3:41][N:42]([CH3:43])[CH:44]=[O:45].[ClH:46].[NH:27]([NH2:28])[C:29](=[S:30])[NH:31][c:32]1[cH:33][cH:34][c:35]([C:36](=[O:37])[OH:38])[cH:39][cH:40]1.[OH2:47]>>[C:1]([CH3:2])([CH3:3])([CH3:4])[c:5]1[cH:6][cH:7][c:8](-[c:11]2[c:12]([OH:26])[c:13]([C:23]([CH3:24])=[N:28][NH:27][C:29](=[S:30])[NH:31][c:32]3[cH:33][cH:34][c:35]([C:36](=[O:37])[OH:38])[cH:39][cH:40]3)[n:14][n:15]2[CH2:16][c:17]2[cH:18][cH:19][cH:20][cH:21][cH:22]2)[cH:9][cH:10]1.